Dataset: the Open Reaction Database (ORD), a public repository of structured organic reaction records. Task: describe an organic reaction: reactants, conditions, products, and yield Product: CN1CCN(C(=O)OC2c3ccccc3C(=O)N2c2ccc3ccc(C#N)nc3n2)CC1. The reactants are N#Cc1ccc2ccc(N3C(=O)c4ccccc4C3O)nc2n1, ClCCl, CN1CCN(C(=O)Cl)CC1, [H-], [Na+], C1CCOC1. Reaction SMILES: [C:1](#[N:2])[c:3]1[cH:4][cH:5][c:6]2[cH:7][cH:8][c:9]([N:13]3[C:14](=[O:23])[c:15]4[cH:16][cH:17][cH:18][cH:19][c:20]4[CH:21]3[OH:22])[n:10][c:11]2[n:12]1.[CH2:41]([Cl:42])[Cl:43].[Cl:26][C:27](=[O:28])[N:29]1[CH2:30][CH2:31][N:32]([CH3:35])[CH2:33][CH2:34]1.[H-:24].[Na+:25].[O:36]1[CH2:37][CH2:38][CH2:39][CH2:40]1>>[C:1](#[N:2])[c:3]1[cH:4][cH:5][c:6]2[cH:7][cH:8][c:9]([N:13]3[C:14](=[O:23])[c:15]4[cH:16][cH:17][cH:18][cH:19][c:20]4[CH:21]3[O:22][C:27](=[O:28])[N:29]3[CH2:30][CH2:31][N:32]([CH3:35])[CH2:33][CH2:34]3)[n:10][c:11]2[n:12]1. The reactants are [OH-].[Na+] (sodium hydroxide), BrCC(=O)OC(C)(C)C (tert-butyl bromoacetate), FC(C1=CC=C(C=C1)N1CCC(CC1)O)(F)F (1-(4-trifluoromethyl-phenyl)-piperidin-4-ol). Reagents/catalysts: [Br-].C(CCC)[N+](CCCC)(CCCC)CCCC (Tetrabutylammonium bromide). Run in C1(=CC=CC=C1)C (toluene). Conditions: temperature 0 celsius. Product: C(C)(C)(C)OC(COC1CCN(CC1)C1=CC=C(C=C1)C(F)(F)F)=O ([1-(4-trifluoromethyl-phenyl)-piperidin-4-yloxy]-acetic acid tert-butyl ester). RXN SMILES: [F:1][C:2]([F:17])([F:16])[C:3]1[CH:8]=[CH:7][C:6]([N:9]2[CH2:14][CH2:13][CH:12]([OH:15])[CH2:11][CH2:10]2)=[CH:5][CH:4]=1.[OH-].[Na+].Br[CH2:21][C:22]([O:24][C:25]([CH3:28])([CH3:27])[CH3:26])=[O:23]>[Br-].C([N+](CCCC)(CCCC)CCCC)CCC.C1(C)C=CC=CC=1>[C:25]([O:24][C:22](=[O:23])[CH2:21][O:15][CH:12]1[CH2:13][CH2:14][N:9]([C:6]2[CH:5]=[CH:4][C:3]([C:2]([F:1])([F:16])[F:17])=[CH:8][CH:7]=2)[CH2:10][CH2:11]1)([CH3:28])([CH3:27])[CH3:26] |f:1.2,4.5|. Procedure details: Tetrabutylammonium bromide (275 mg; 0.85 mmol) is added to a solution of the crude 1-(4-trifluoromethyl-phenyl)-piperidin-4-ol (627 mg, prepared in accordance with Example 9) in toluene (8 mL). The reaction mixture is cooled to 0° C. and aq. 35% sodium hydroxide (8 mL) is added followed by a drop wise addition of tert-butyl bromoacetate (749 mg; 3.84 mmol).